Dataset: the Open Reaction Database (ORD), a public repository of structured organic reaction records. Task: describe an organic reaction: reactants, conditions, products, and yield Reported procedure: 4,5-Dichloroimidazole (0.18 g, 1.33 mmol) and potassium hydroxide (0.08 g, 1.46 mmol) will be dissolved in a minimum volume of acetonitrile and stirred at reflux for 30 min. 2-(Bromomethyl)anthracene (2.71 g, 10.0 mmol) will be added and the mixture will be returned to reflux for 3 h. The mixture will be filtered hot to remove the KBr generated. A second equivalent of 2-(bromomethyl)anthracene will be added to the filtrate and the mixture will be returned to reflux for 6 h. The volatile componen... The solvent is C(C)#N (acetonitrile). Reaction SMILES: [Cl:1][C:2]1[N:3]=[CH:4][NH:5][C:6]=1[Cl:7].[OH-].[K+].[Br:10][CH2:11][C:12]1[CH:25]=[CH:24][C:23]2[C:14](=[CH:15][C:16]3[C:21]([CH:22]=2)=[CH:20][CH:19]=[CH:18][CH:17]=3)[CH:13]=1>C(#N)C>[Br-:10].[CH:13]1[C:14]2[C:23](=[CH:22][C:21]3[C:16]([CH:15]=2)=[CH:17][CH:18]=[CH:19][CH:20]=3)[CH:24]=[CH:25][C:12]=1[CH2:11][N+:3]1[C:2]([Cl:1])=[C:6]([Cl:7])[N:5]([CH2:11][C:12]2[CH:25]=[CH:24][C:23]3[C:14](=[CH:15][C:16]4[C:21]([CH:22]=3)=[CH:20][CH:19]=[CH:18][CH:17]=4)[CH:13]=2)[CH:4]=1 |f:1.2,5.6|. The reactants are ClC=1N=CNC1Cl (4,5-Dichloroimidazole), [OH-].[K+] (potassium hydroxide), BrCC1=CC2=CC3=CC=CC=C3C=C2C=C1 (2-(Bromomethyl)anthracene). Yields the product [Br-].C1=C(C=CC2=CC3=CC=CC=C3C=C12)C[N+]1=CN(C(=C1Cl)Cl)CC1=CC2=CC3=CC=CC=C3C=C2C=C1 (1,3-bis(anthracen-2-ylmethyl)-4,5-dichloroimidazolium bromide). Reactants: BrC=1C=NC(=NC1)N1CCC(CC1)OC1=CC(N(C=C1)C1=CC=C(C=C1)S(=O)(=O)C)=O (4-(1-(5-bromopyrimidin-2-yl)piperidin-4-yloxy)-1-(4-(methylsulfonyl)phenyl)pyridin-2(1H)-one), C([O-])([O-])=O.[K+].[K+] (potassium carbonate), C=C(C)B(O)O (prop-1-en-2-ylboronic acid). Conditions: temperature 120 celsius. Product: CS(=O)(=O)C1=CC=C(C=C1)N1C(C=C(C=C1)OC1CCN(CC1)C1=NC=C(C=N1)C(=C)C)=O (1-(4-(methylsulfonyl)phenyl)-4-(1-(5-(prop-1-en-2-yl)pyrimidin-2-yl)piperidin-4-yloxy)pyridin-2(1H)-one). Yield: 26.8%. Solvent: CN(C)C=O (DMF), O (Water). Procedure: A mixture of 4-(1-(5-bromopyrimidin-2-yl)piperidin-4-yloxy)-1-(4-(methylsulfonyl)phenyl)pyridin-2(1H)-one (103 mg, 0.20 mmol), potassium carbonate (140 mg, 1.02 mmol, EMD) and prop-1-en-2-ylboronic acid (52.4 mg, 0.610 mmol) in DMF (1.8 mL) and Water (0.2 mL) was degassed by vacuum and purged with Argon. To the resulting mixture was added 1,1′-Bis(diphenylphosphino)ferrocene-palladium(II) dichloride dichloromethane complex (16.72 mg, 0.020 mmol, Aldrich) and then heated under microwave condition... RXN SMILES: Br[C:2]1[CH:3]=[N:4][C:5]([N:8]2[CH2:13][CH2:12][CH:11]([O:14][C:15]3[CH:20]=[CH:19][N:18]([C:21]4[CH:26]=[CH:25][C:24]([S:27]([CH3:30])(=[O:29])=[O:28])=[CH:23][CH:22]=4)[C:17](=[O:31])[CH:16]=3)[CH2:10][CH2:9]2)=[N:6][CH:7]=1.C(=O)([O-])[O-].[K+].[K+].[CH2:38]=[C:39](B(O)O)[CH3:40]>CN(C=O)C.O>[CH3:30][S:27]([C:24]1[CH:25]=[CH:26][C:21]([N:18]2[CH:19]=[CH:20][C:15]([O:14][CH:11]3[CH2:12][CH2:13][N:8]([C:5]4[N:4]=[CH:3][C:2]([C:39]([CH3:40])=[CH2:38])=[CH:7][N:6]=4)[CH2:9][CH2:10]3)=[CH:16][C:17]2=[O:31])=[CH:22][CH:23]=1)(=[O:29])=[O:28] |f:1.2.3|.